This data is from the Open Reaction Database (ORD), a public repository of structured organic reaction records. The task is: describe an organic reaction: reactants, conditions, products, and yield Reported procedure: Starting materials useful in the manufacture of substituted-quaterphenylene polyamides of the invention can be prepared by resort to a variety of organic synthetic routes. Preferred polyamides of the invention can be prepared, for example, by reaction of terephthaloyl chloride and/or trans-p,p'-stilbene dicarbonyl chloride with the diamino compound, 4,4'"-diamino-2,2',3",2'"-tetrakis(trifluoromethyl)-1,1':4',1'"-quaterphenyl. This novel diamine can be prepared, for example, from 2-bromo-5-nitro-... The product is FC(C1=C(C=CC(=C1)I)C1=C(C=C(C=C1)[N+](=O)[O-])C(F)(F)F)(F)F (2,2'-bis-(trifluoromethyl)-4-iodo-4'-nitro-1,1'-biphenyl). Reactants: ( c ), amine, Cl (hydrochloric acid), diazonium salt, [I-].[K+] (potassium iodide), ( b ), [SH-].[Na+] (sodium hydrosulfide), NC1=CC(=C(C=C1)C1=C(C=C(C=C1)[N+](=O)[O-])C(F)(F)F)C(F)(F)F (4-amino-2,2'-bis-(trifluoromethyl)-4'-nitro-1,1'-biphenyl). Reaction SMILES: [SH-].[Na+].N[C:4]1[CH:9]=[CH:8][C:7]([C:10]2[CH:15]=[CH:14][C:13]([N+:16]([O-:18])=[O:17])=[CH:12][C:11]=2[C:19]([F:22])([F:21])[F:20])=[C:6]([C:23]([F:26])([F:25])[F:24])[CH:5]=1.Cl.[I-:28].[K+]>>[F:24][C:23]([F:26])([F:25])[C:6]1[CH:5]=[C:4]([I:28])[CH:9]=[CH:8][C:7]=1[C:10]1[CH:15]=[CH:14][C:13]([N+:16]([O-:18])=[O:17])=[CH:12][C:11]=1[C:19]([F:22])([F:21])[F:20] |f:0.1,4.5|. Starting materials: Fc1ccc(-c2nc(Br)c(Br)n2Cc2ccccc2)c(F)c1, CO, CCOC(C)=O, Cc1ccccc1, OB(O)c1cc(F)cc(F)c1, [Na+], [Na+], O=C([O-])[O-]. Product: Fc1cc(F)cc(-c2c(Br)nc(-c3ccc(F)cc3F)n2Cc2ccccc2)c1. As a reaction SMILES: [CH2:1]([c:2]1[cH:3][cH:4][cH:5][cH:6][cH:7]1)[n:8]1[c:9](-[c:15]2[c:16]([F:22])[cH:17][c:18]([F:21])[cH:19][cH:20]2)[n:10][c:11]([Br:14])[c:12]1[Br:13].[CH3:40][OH:41].[CH3:42][CH2:43][O:44][C:45](=[O:46])[CH3:47].[CH3:48][c:49]1[cH:50][cH:51][cH:52][cH:53][cH:54]1.[F:23][c:24]1[cH:25][c:26]([B:31]([OH:32])[OH:33])[cH:27][c:28]([F:30])[cH:29]1.[Na+:34].[Na+:35].[O-:36][C:37](=[O:38])[O-:39]>>[CH2:1]([c:2]1[cH:3][cH:4][cH:5][cH:6][cH:7]1)[n:8]1[c:9](-[c:15]2[c:16]([F:22])[cH:17][c:18]([F:21])[cH:19][cH:20]2)[n:10][c:11]([Br:14])[c:12]1-[c:26]1[cH:25][c:24]([F:23])[cH:29][c:28]([F:30])[cH:27]1. The reactants are compound 6, OC1=C2C=CN=CC2=CC=C1 (5-hydroxy-isoquinoline), O1C=NC2=C1C=CC=C2 (benzoxazole). The product is O1C(C1)COC1=C2C=CN=CC2=CC=C1 (5-(Oxiran-2-ylmethoxy)isoquinoline). As a reaction SMILES: [OH:1][C:2]1[CH:11]=[CH:10][CH:9]=[C:8]2[C:3]=1[CH:4]=[CH:5][N:6]=[CH:7]2.[O:12]1[C:16]2[CH:17]=[CH:18]C=CC=2N=C1>>[O:12]1[CH2:16][CH:17]1[CH2:18][O:1][C:2]1[CH:11]=[CH:10][CH:9]=[C:8]2[C:3]=1[CH:4]=[CH:5][N:6]=[CH:7]2. Procedure details: Compound 77 was prepared in the manner of compound 6 substituting 5-hydroxy-isoquinoline for compound 8 in part C-5 of Example 1.